Dataset: the Open Reaction Database (ORD), a public repository of structured organic reaction records. Task: describe an organic reaction: reactants, conditions, products, and yield Reactants: O=C(O)c1ccc([N+](=O)[O-])cc1, Cc1ccc(CN)cc1. The reagents and catalysts are C1CCC(CC1)N=C=NC2CCCCC2 (DCC), CN1CCOCC1 (NMM), C1(=C(C(=C(C(=C1F)F)F)F)F)O (Pentafluorophenol). Solvent: CN(C)C=O (DMF), CN(C)C=O (DMF), CN(C)C=O (DMF), CN(C)C=O (DMF), CN(C)C=O (DMF), CN(C)C=O (DMF). Conditions: temperature 25 celsius, time 2 hour. The product is Cc1ccc(CNC(=O)c2ccc([N+](=O)[O-])cc2)cc1. The yield is 55.7%. As a reaction SMILES: Cc1ccc(CN)cc1.O=C(O)c1ccc([N+](=O)[O-])cc1.C1CCC(CC1)N=C=NC2CCCCC2.C1(=C(C(=C(C(=C1F)F)F)F)F)O.CN1CCOCC1.CN(C)C=O>>Cc1ccc(CNC(=O)c2ccc([N+](=O)[O-])cc2)cc1. The reactants are C(C)(=O)O[C@H]1C[C@@H](O[C@@H]1CCC(CC1=CC=CC=C1)O)N1C(=O)NC(=O)C(=C1)CC (3'-O-acetyl-5'-[2(RS)-hydroxy-3-phenylpropyl]-2',5'-dideoxy-5-ethyluridine), CS(=O)(=O)Cl (methanesulphonyl chloride), ice water. Solvent: N1=CC=CC=C1 (pyridine). Reaction conditions: time 8 hour. Yields the product C(C)(=O)O[C@H]1C[C@@H](O[C@@H]1CCC(CC1=CC=CC=C1)OS(=O)(=O)C)N1C(=O)NC(=O)C(=C1)CC (3'-O-acetyl-2',5'-dideoxy-5-ethyl-5'-[2(RS)-methanesulphonyloxy-3-phenylpropyl]uridine). As a reaction SMILES: [C:1]([O:4][C@@H:5]1[C@@H:9]([CH2:10][CH2:11][CH:12]([OH:20])[CH2:13][C:14]2[CH:19]=[CH:18][CH:17]=[CH:16][CH:15]=2)[O:8][C@@H:7]([N:21]2[CH:28]=[C:27]([CH2:29][CH3:30])[C:25](=[O:26])[NH:24][C:22]2=[O:23])[CH2:6]1)(=[O:3])[CH3:2].[CH3:31][S:32](Cl)(=[O:34])=[O:33]>N1C=CC=CC=1>[C:1]([O:4][C@@H:5]1[C@@H:9]([CH2:10][CH2:11][CH:12]([O:20][S:32]([CH3:31])(=[O:34])=[O:33])[CH2:13][C:14]2[CH:19]=[CH:18][CH:17]=[CH:16][CH:15]=2)[O:8][C@@H:7]([N:21]2[CH:28]=[C:27]([CH2:29][CH3:30])[C:25](=[O:26])[NH:24][C:22]2=[O:23])[CH2:6]1)(=[O:3])[CH3:2]. Procedure details: A solution of 300 mg of 3'-O-acetyl-5'-[2(RS)-hydroxy-3-phenylpropyl]-2',5'-dideoxy-5-ethyluridine and 0.2 ml of methanesulphonyl chloride in 5 ml of pyridine was left to stand at 0° C. overnight. The mixture was poured on to 40 ml of ice/water, stirred and extracted with 40 ml of ethyl acetate. The extract was dried over anhydrous sodium sulphate and evaporated to yield 330 mg of 3'-O-acetyl-2',5'-dideoxy-5-ethyl-5'-[2(RS)-methanesulphonyloxy-3-phenylpropyl]uridine. The reactants are BrC1=CC=C(C=C1)C=1C=2N(C=CC1)N=C(N2)Cl (8-(4-bromo-phenyl)-2-chloro-[1,2,4]triazolo[1,5-a]pyridine), CN1CCN(CC1)C1CCNCC1 (1-methyl-4-piperidin-4-yl-piperazine). Product: ClC1=NN2C(C(=CC=C2)C2=CC=C(C=C2)N2CCC(CC2)N2CCN(CC2)C)=N1 (2-Chloro-8-{4-[4-(4-methyl-piperazin-1-yl)-piperidin-1-yl]-phenyl}-[1,2,4]triazolo[1,5-a]pyridine), solid. Isolated yield 17.0%. As a reaction SMILES: Br[C:2]1[CH:7]=[CH:6][C:5]([C:8]2[C:9]3[N:10]([N:14]=[C:15]([Cl:17])[N:16]=3)[CH:11]=[CH:12][CH:13]=2)=[CH:4][CH:3]=1.[CH3:18][N:19]1[CH2:24][CH2:23][N:22]([CH:25]2[CH2:30][CH2:29][NH:28][CH2:27][CH2:26]2)[CH2:21][CH2:20]1>>[Cl:17][C:15]1[N:16]=[C:9]2[C:8]([C:5]3[CH:6]=[CH:7][C:2]([N:28]4[CH2:27][CH2:26][CH:25]([N:22]5[CH2:21][CH2:20][N:19]([CH3:18])[CH2:24][CH2:23]5)[CH2:30][CH2:29]4)=[CH:3][CH:4]=3)=[CH:13][CH:12]=[CH:11][N:10]2[N:14]=1. Procedure details: 2-Chloro-8-{4-[4-(4-methyl-piperazin-1-yl)-piperidin-1-yl]-phenyl}-[1,2,4]triazolo[1,5-a]pyridine was prepared from 8-(4-bromo-phenyl)-2-chloro-[1,2,4]triazolo[1,5-a]pyridine (100.0 mg, 0.3241 mmol) and 1-methyl-4-piperidin-4-yl-piperazine (66.0 mg, 0.360 mmol) in a manner analogous to Example 2d. Product isolated as a pale yellow solid (0.023 g, 17%). 1H NMR (400 MHz, CDCl3, δ, ppm): 8.40 (d, J=6.7 Hz, 1H), 7.93 (d, J=8.0 Hz, 2H), 7.64 (d, J=7.4 Hz, 1H), 7.10 (t, J=6.8 Hz, 1H), 7.03 (d, J=8.3 H... Starting materials: ClC1=CC=C(C=C1)OC(N(C)C[C@@H]1CC[C@H](CC1)CO)=O (trans-(4-hydroxymethyl-cyclohexylmethyl)-methyl-carbamic acid 4-chloro-phenyl ester), BrCCCCBr (1,4-dibromo-butane). Reagents/catalysts: S(=O)(=O)(O)[O-].C(CCC)[N+](CCCC)(CCCC)CCCC (tetrabutylammonium hydrogensulfate). The solvent is ClCCl (dichloromethane), [OH-].[Na+] (sodium hydroxide). The product is ClC1=CC=C(C=C1)OC(N(C)C[C@@H]1CC[C@H](CC1)COCCCCBr)=O (trans-[4-(4-bromo-butoxymethyl)-cyclohexylmethyl]-methyl-carbamic acid 4-chloro-phenyl ester). As a reaction SMILES: [Cl:1][C:2]1[CH:7]=[CH:6][C:5]([O:8][C:9](=[O:21])[N:10]([CH2:12][C@H:13]2[CH2:18][CH2:17][C@H:16]([CH2:19][OH:20])[CH2:15][CH2:14]2)[CH3:11])=[CH:4][CH:3]=1.[Br:22][CH2:23][CH2:24][CH2:25][CH2:26]Br>ClCCl.[OH-].[Na+].S([O-])(O)(=O)=O.C([N+](CCCC)(CCCC)CCCC)CCC>[Cl:1][C:2]1[CH:3]=[CH:4][C:5]([O:8][C:9](=[O:21])[N:10]([CH2:12][C@H:13]2[CH2:18][CH2:17][C@H:16]([CH2:19][O:20][CH2:26][CH2:25][CH2:24][CH2:23][Br:22])[CH2:15][CH2:14]2)[CH3:11])=[CH:6][CH:7]=1 |f:3.4,5.6|. Procedure details: In analogy to the method described in example 19.1, trans-(4-hydroxymethyl-cyclohexylmethyl)-methyl-carbamic acid 4-chloro-phenyl ester (example 5.3) was reacted with 1,4-dibromo-butane in dichloromethane and aqueous sodium hydroxide solution in the presence of tetrabutylammonium hydrogensulfate to yield trans-[4-(4-bromo-butoxymethyl)-cyclohexylmethyl]-methyl-carbamic acid 4-chloro-phenyl ester as colorless solid, MS: 446 (MH+, 1Cl, 1Br). Starting materials: CCOC(C)=O, CC1(C)CC(O)CC(C)(C)N1OC1CCCCC1, O=C(c1ccccc1)c1ccc(OCC2CO2)cc1O, OP(O)O. Product: CC1(C)CC(OCC(O)COc2ccc(C(=O)c3ccccc3)c(O)c2)CC(C)(C)N1OC1CCCCC1. Reaction SMILES: [CH3:43][CH2:44][O:45][C:46](=[O:47])[CH3:48].[CH:21]1([O:27][N:28]2[C:29]([CH3:37])([CH3:38])[CH2:30][CH:31]([OH:36])[CH2:32][C:33]2([CH3:34])[CH3:35])[CH2:22][CH2:23][CH2:24][CH2:25][CH2:26]1.[OH:1][c:2]1[c:3]([C:4](=[O:5])[c:6]2[cH:7][cH:8][cH:9][cH:10][cH:11]2)[cH:12][cH:13][c:14]([O:16][CH2:17][CH:18]2[CH2:19][O:20]2)[cH:15]1.[P:39]([OH:40])([OH:41])[OH:42]>>[OH:1][c:2]1[c:3]([C:4](=[O:5])[c:6]2[cH:7][cH:8][cH:9][cH:10][cH:11]2)[cH:12][cH:13][c:14]([O:16][CH2:17][CH:18]([CH2:19][O:36][CH:31]2[CH2:30][C:29]([CH3:37])([CH3:38])[N:28]([O:27][CH:21]3[CH2:22][CH2:23][CH2:24][CH2:25][CH2:26]3)[C:33]([CH3:34])([CH3:35])[CH2:32]2)[OH:20])[cH:15]1. The reactants are ClC1=CC=C(C=C1)C(CN1CCNCC1)C1=CC=C(C=C1)Cl (1-[2,2-Bis-(4-chloro-phenyl)-ethyl]-piperazine), CC1(OB(OC1(C)C)C=1C=NNC1)C (4-(4,4,5,5-tetramethyl-1,3,2-dioxaborolan-2-yl)-1H-pyrazole). Yields the product ClC1=CC=C(C=C1)C(CN1CCNCC1)C1=CC=C(C=C1)C=1C=NNC1 (1-{2-(4-Chloro-phenyl)-2-[4-(1H-pyrazol-4-yl)-phenyl]-ethyl}-piperazine). Reaction SMILES: Cl[C:2]1[CH:7]=[CH:6][C:5]([CH:8]([C:16]2[CH:21]=[CH:20][C:19]([Cl:22])=[CH:18][CH:17]=2)[CH2:9][N:10]2[CH2:15][CH2:14][NH:13][CH2:12][CH2:11]2)=[CH:4][CH:3]=1.CC1(C)C(C)(C)OB([C:31]2[CH:32]=[N:33][NH:34][CH:35]=2)O1>>[Cl:22][C:19]1[CH:18]=[CH:17][C:16]([CH:8]([C:5]2[CH:6]=[CH:7][C:2]([C:31]3[CH:32]=[N:33][NH:34][CH:35]=3)=[CH:3][CH:4]=2)[CH2:9][N:10]2[CH2:11][CH2:12][NH:13][CH2:14][CH2:15]2)=[CH:21][CH:20]=1. Procedure details: 1-[2,2-Bis-(4-chloro-phenyl)-ethyl]-piperazine was reacted with 4-(4,4,5,5-tetramethyl-1,3,2-dioxaborolan-2-yl)-1H-pyrazole following the procedure set out in Example 1 to give the title compound. LC/MS: (PS-B3) Rt 2.63 [M+H]+ 326.00. 1H NMR (Me-d3-OD) δ 3.55-3.68 (8H, m), 3.74 (1H, t), 4.10-4.17 (2H, m), 7.39 (2H, d), 7.48 (2H, d), 7.54 (2H, d), 7.70 (2H, d), 8.57 (2H, br s). The reactants are [P]=O (phosphorus oxide), [Mo] (molybdenum), [P] (phosphorus), N.N.N.N.N.N.O.O.O.O.O.O.O.O.O.O.O.O.O.O.O.O.O.O.O.O.O.O.O.O.[Mo].[Mo].[Mo].[Mo].[Mo].[Mo].[Mo] (ammonium heptamolybdate), (NH4)6 Mo7O24 ·4H2O. Solvent: OP(=O)(O)O (H3PO4), O (water), OP(=O)(O)O (H3PO4), O (water), [NH4+].[NH4+].[O-][Mo](=O)(=O)[O-] (ammonium molybdate). Conditions: time 6 hour. Yields the product N.N.N.N.N.N.O.O.O.O.O.O.O.O.O.O.O.O.O.O.O.O.O.O.O.O.O.O.O.O.[Mo].[Mo].[Mo].[Mo].[Mo].[Mo].[Mo] (ammonium heptamolybdate), [Mo]=O (molybdenum oxide). Yield: 51545.1%. Reaction SMILES: [NH3:1].N.N.N.N.N.[OH2:7].O.O.O.O.O.O.O.O.O.O.O.O.O.O.O.O.O.O.O.O.O.O.O.[Mo:31].[Mo].[Mo].[Mo].[Mo].[Mo].[Mo].[P]=O.[Mo].[P]>OP(O)(O)=O.O.[NH4+].[NH4+].[O-][Mo]([O-])(=O)=O>[NH3:1].[NH3:1].[NH3:1].[NH3:1].[NH3:1].[NH3:1].[OH2:7].[OH2:7].[OH2:7].[OH2:7].[OH2:7].[OH2:7].[OH2:7].[OH2:7].[OH2:7].[OH2:7].[OH2:7].[OH2:7].[OH2:7].[OH2:7].[OH2:7].[OH2:7].[OH2:7].[OH2:7].[OH2:7].[OH2:7].[OH2:7].[OH2:7].[OH2:7].[OH2:7].[Mo:31].[Mo:31].[Mo:31].[Mo:31].[Mo:31].[Mo:31].[Mo:31].[Mo:31]=[O:7] |f:0.1.2.3.4.5.6.7.8.9.10.11.12.13.14.15.16.17.18.19.20.21.22.23.24.25.26.27.28.29.30.31.32.33.34.35.36,42.43.44,45.46.47.48.49.50.51.52.53.54.55.56.57.58.59.60.61.62.63.64.65.66.67.68.69.70.71.72.73.74.75.76.77.78.79.80.81,^1:37|. Procedure details: A γ-alumina obtained as 1/16 inch extrudates from Criterion Catalyst Company L.P., Michigan City, Ind. was used. First, an ammonium heptamolybdate solution was prepared by dissolving (NH4)6 Mo7O24 ·4H2O in concentrated H3PO4 and water so that the ammonium molybdate concentration was 9.855 weight %, the H3PO4 concentration was 12.681 weight %, and water made up the rest. Then, 10 g of the alumina was impregnated at 25 ° C. with 5.32 g of the ammonium heptamolybdate solution to form a mixture. The...